This data is from the Open Reaction Database (ORD), a public repository of structured organic reaction records. The task is: describe an organic reaction: reactants, conditions, products, and yield Starting materials: C1(=CC=CC=C1)CC(=O)O (phenyl acetic acid), N1CCNCC1 (piperazine), C[Si](N[Si](C)(C)C)(C)C (1,1,1,3,3,3-hexamethyldisilazane). Product: C(C1=CC=CC=C1)C(=O)N1CCNCC1 (N-(benzylcarbonyl)piperazine). Yield: 82.2%. Reaction SMILES: [C:1]1([CH2:7][C:8]([OH:10])=O)[CH:6]=[CH:5][CH:4]=[CH:3][CH:2]=1.[NH:11]1[CH2:16][CH2:15][NH:14][CH2:13][CH2:12]1.C[Si](C)(C)N[Si](C)(C)C>>[CH2:7]([C:8]([N:11]1[CH2:16][CH2:15][NH:14][CH2:13][CH2:12]1)=[O:10])[C:1]1[CH:2]=[CH:3][CH:4]=[CH:5][CH:6]=1. Reported procedure: The procedures of Example 1 were followed except that phenyl acetic acid (3.4 grams, 25 mmole), piperazine (4.3 grams, 50 mmole) and 1,1,1,3,3,3-hexamethyldisilazane (4.0 grams, 25 mmole) were reacted for 5 hours under 110° C. After extraction purification, 4.2 grams of Compound 10 was obtained. Yield: 82%. RXN SMILES: [CH2:120]1[O:121][CH2:122][CH2:123][O:124][CH2:125]1.[CH2:1]([CH2:2][CH2:3][CH3:4])[O:5][C:6](=[O:7])[c:8]1[n:9][c:10]([Br:27])[c:11]2[cH:12][c:13]([O:19][c:20]3[cH:21][cH:22][c:23]([F:26])[cH:24][cH:25]3)[cH:14][cH:15][c:16]2[c:17]1[OH:18].[CH3:28][B:29]1[O:30][B:31]([CH3:32])[O:33][B:34]([CH3:35])[O:36]1.[K+:37].[K+:38].[O-:39][C:40]([O-:41])=[O:42].[cH:43]1[cH:44][cH:45][c:46]([P:47]([Pd:48]([P:49]([c:50]2[cH:51][cH:52][cH:53][cH:54][cH:55]2)([c:56]2[cH:57][cH:58][cH:59][cH:60][cH:61]2)[c:62]2[cH:63][cH:64][cH:65][cH:66][cH:67]2)([P:68]([c:69]2[cH:70][cH:71][cH:72][cH:73][cH:74]2)([c:75]2[cH:76][cH:77][cH:78][cH:79][cH:80]2)[c:81]2[cH:82][cH:83][cH:84][cH:85][cH:86]2)[P:87]([c:88]2[cH:89][cH:90][cH:91][cH:92][cH:93]2)([c:94]2[cH:95][cH:96][cH:97][cH:98][cH:99]2)[c:100]2[cH:101][cH:102][cH:103][cH:104][cH:105]2)([c:106]2[cH:107][cH:108][cH:109][cH:110][cH:111]2)[c:112]2[cH:113][cH:114][cH:115][cH:116][cH:117]2)[cH:118][cH:119]1>>[CH2:1]([CH2:2][CH2:3][CH3:4])[O:5][C:6](=[O:7])[c:8]1[n:9][c:10]([CH3:28])[c:11]2[cH:12][c:13]([O:19][c:20]3[cH:21][cH:22][c:23]([F:26])[cH:24][cH:25]3)[cH:14][cH:15][c:16]2[c:17]1[OH:18]. Product: CCCCOC(=O)c1nc(C)c2cc(Oc3ccc(F)cc3)ccc2c1O. The reactants are C1COCCO1, CCCCOC(=O)c1nc(Br)c2cc(Oc3ccc(F)cc3)ccc2c1O, CB1OB(C)OB(C)O1, [K+], [K+], O=C([O-])[O-], c1ccc(P(c2ccccc2)(c2ccccc2)[Pd](P(c2ccccc2)(c2ccccc2)c2ccccc2)(P(c2ccccc2)(c2ccccc2)c2ccccc2)P(c2ccccc2)(c2ccccc2)c2ccccc2)cc1. Reactants: N1(C=NC=C1)CCCCO[C@H]1[C@@H](O[C@@H]([C@H]1O)CO)N1C=NC=2C(=O)NC(N)=NC12 (2'-O-(imidazol-1-yl)butylguanosine), C[Si](C)(C)Cl (trimethylsilyl chloride), C(C(C)C)(=O)Cl (isobutyryl chloride). Run in N1=CC=CC=C1 (pyridine). The product is C(C(C)C)(=O)NC=1NC(C=2N=CN([C@H]3[C@H](OCCCCN4C=NC=C4)[C@H](O)[C@@H](CO)O3)C2N1)=O (N2-Isobutyryl-2'-O-(imidazol-1-yl)butylguanosine). RXN SMILES: [N:1]1([CH2:6][CH2:7][CH2:8][CH2:9][O:10][C@@H:11]2[C@H:15]([OH:16])[C@@H:14]([CH2:17][OH:18])[O:13][C@H:12]2[N:19]2[C:29]3[N:28]=[C:26]([NH2:27])[NH:25][C:23](=[O:24])[C:22]=3[N:21]=[CH:20]2)[CH:5]=[CH:4][N:3]=[CH:2]1.C[Si](Cl)(C)C.[C:35](Cl)(=[O:39])[CH:36]([CH3:38])[CH3:37]>N1C=CC=CC=1>[C:35]([NH:27][C:26]1[NH:25][C:23](=[O:24])[C:22]2[N:21]=[CH:20][N:19]([C:29]=2[N:28]=1)[C@@H:12]1[O:13][C@H:14]([CH2:17][OH:18])[C@@H:15]([OH:16])[C@H:11]1[O:10][CH2:9][CH2:8][CH2:7][CH2:6][N:1]1[CH:5]=[CH:4][N:3]=[CH:2]1)(=[O:39])[CH:36]([CH3:38])[CH3:37]. Procedure details: 2'-O-(imidazol-1-yl)butylguanosine in pyridine will be treated with trimethylsilyl chloride (5 eq) and isobutyryl chloride (5 eq) as per the procedure of Example 4 to yield the product. Reactants: resultant product, ClC=1C=C(CN2C[C@@H](OCC2)CNC(CSC=2SC=C(N2)C2=CC(=CC=C2)[N+](=O)[O-])=O)C=CC1Cl ((2S)-N-{[4-(3,4-dichlorobenzyl)morpholin-2-yl]methyl}-[4-(3-nitrophenyl)thiazol-2-ylthio]acetamide), suspension, [Cl-].[NH4+] (ammonium chloride). Reagents/catalysts: [Fe] (iron). Run in O1CCCC1 (tetrahydrofuran), CO (methanol). The product is NC=1C=C(C=CC1)C=1N=C(SC1)SCC(=O)NC[C@H]1CN(CCO1)CC1=CC(=C(C=C1)Cl)Cl ((2S)-[4-(3-aminophenyl)thiazol-2-ylthio]-N-{[4-(3,4-dichlorobenzyl)morpholin-2-yl]methyl}acetamide). RXN SMILES: [Cl:1][C:2]1[CH:3]=[C:4]([CH:32]=[CH:33][C:34]=1[Cl:35])[CH2:5][N:6]1[CH2:11][CH2:10][O:9][C@@H:8]([CH2:12][NH:13][C:14](=[O:31])[CH2:15][S:16][C:17]2[S:18][CH:19]=[C:20]([C:22]3[CH:27]=[CH:26][CH:25]=[C:24]([N+:28]([O-])=O)[CH:23]=3)[N:21]=2)[CH2:7]1.[Cl-].[NH4+]>O1CCCC1.CO.[Fe]>[NH2:28][C:24]1[CH:23]=[C:22]([C:20]2[N:21]=[C:17]([S:16][CH2:15][C:14]([NH:13][CH2:12][C@@H:8]3[O:9][CH2:10][CH2:11][N:6]([CH2:5][C:4]4[CH:32]=[CH:33][C:34]([Cl:35])=[C:2]([Cl:1])[CH:3]=4)[CH2:7]3)=[O:31])[S:18][CH:19]=2)[CH:27]=[CH:26][CH:25]=1 |f:1.2|. Reported procedure: A solution of the resultant product (4.65 g) of (6-2) in tetrahydrofuran (24 mL) and methanol (16 mL) was added dropwise to an aqueous (16 mL) suspension of ammonium chloride (2.25 g) and iron powder (1.41 g) at 60° C. The reaction mixture was heated under reflux for 3.5 hrs. After allowing to cool, the reaction mixture was filtered through celite. A 1 mol/L aqueous sodium hydroxide solution was added to the filtrate, and the organic solvent alone was evaporated under reduced pressure. The resid... Procedure details: (aa) A mixture of 99 g of hydroquinone, 13.5 g of copper(I) chloride and 180 ml of thiomorpholine is heated to boiling under reflux under argon for 47 hours. After cooling, the mixture is partitioned between 1N sodium hydroxide solution and dichloromethane, the sodium hydroxide extract is adjusted to about pH 1 with concentrated hydrochloric acid while cooling with ice and then partitioned between 0.1N hydrochloric acid and dichloromethane which contains 10% alcohol. The acidic extracts are adju... Reactants: C1(O)=CC=C(O)C=C1 (hydroquinone), N1CCSCC1 (thiomorpholine). The reagents and catalysts are [Cu]Cl (copper(I) chloride). As a reaction SMILES: [C:1]1([CH:8]=[CH:7][C:5]([OH:6])=[CH:4][CH:3]=1)O.[NH:9]1[CH2:14][CH2:13][S:12][CH2:11][CH2:10]1>[Cu]Cl>[S:12]1[CH2:13][CH2:14][N:9]([C:1]2[CH:8]=[CH:7][C:5]([OH:6])=[CH:4][CH:3]=2)[CH2:10][CH2:11]1. The product is S1CCN(CC1)C1=CC=C(C=C1)O (p-(Tetra-hydro-4H-1,4-thiazin-4-yl)phenol). The reactants are O1C(COC2=C(C=C(C=C2)C=2CCC(NN2)=O)OC)C1 (6-[4-(2,3-epoxypropoxy)-3-methoxyphenyl]-4,5-dihydro-3(2H)-pyridazinone), C(C)(C)(C)N (t-butylamine). The solvent is CO (methanol). Product: C(C)(C)(C)NCC(COC1=C(C=C(C=C1)C=1CCC(NN1)=O)OC)O (6-[4-(3-t-Butylamino-2-hydroxypropoxy)-3-methoxyphenyl]-4,5-dihydro-3(2H)-pyridazinone). Isolated yield 95.8%. Reaction SMILES: [O:1]1[CH2:20][CH:2]1[CH2:3][O:4][C:5]1[CH:10]=[CH:9][C:8]([C:11]2[CH2:12][CH2:13][C:14](=[O:17])[NH:15][N:16]=2)=[CH:7][C:6]=1[O:18][CH3:19].[C:21]([NH2:25])([CH3:24])([CH3:23])[CH3:22]>CO>[C:21]([NH:25][CH2:20][CH:2]([OH:1])[CH2:3][O:4][C:5]1[CH:10]=[CH:9][C:8]([C:11]2[CH2:12][CH2:13][C:14](=[O:17])[NH:15][N:16]=2)=[CH:7][C:6]=1[O:18][CH3:19])([CH3:24])([CH3:23])[CH3:22]. Procedure: A stirred mixture of 6-[4-(2,3-epoxypropoxy)-3-methoxyphenyl]-4,5-dihydro-3(2H)-pyridazinone (1.2g, 0.0043 mole), methanol (24 ml), and t-butylamine (2.76 ml, 0.026 mole) was heated under reflux for 90 minutes. Evaporation of the solution under reduced pressure gave a glassy residue (1.44g, 95%). The crude hemisulphate of 6-[4-(3-t-butylamino-2-hydroxypropoxy)-3-methoxyphenyl]-4,5-dihydro-3(2H)-pyridazinone (m.p. 266°-268.5° C) was recrystallised from methanol-ether to give the pure hemisulphate... Reactants: C(C)(C)(C)OC(NC(CC1=CC=CC=C1)C1=NC=NC(=C1)Cl)=O ([1-(6-Chloro-pyrimidin-4-yl)-2-phenyl-ethyl]-carbamic acid tert-butyl ester), 10A, P(=O)(Cl)(Cl)Cl (phosphorus oxychloride). Solvent: C(Cl)Cl (CH2Cl2). Run at temperature 50 celsius, time 3 hour. The product is ClC1=CC(=NC=N1)C(CC1=CC=CC=C1)N (1-(6-chloropyrimidin-4-yl)-2-phenylethanamine). Reaction SMILES: C(OC(=O)[NH:7][CH:8]([C:16]1[CH:21]=[C:20]([Cl:22])[N:19]=[CH:18][N:17]=1)[CH2:9][C:10]1[CH:15]=[CH:14][CH:13]=[CH:12][CH:11]=1)(C)(C)C.P(Cl)(Cl)(Cl)=O>C(Cl)Cl>[Cl:22][C:20]1[N:19]=[CH:18][N:17]=[C:16]([CH:8]([NH2:7])[CH2:9][C:10]2[CH:11]=[CH:12][CH:13]=[CH:14][CH:15]=2)[CH:21]=1. Reported procedure: [1-(6-Chloro-pyrimidin-4-yl)-2-phenyl-ethyl]-carbamic acid tert-butyl ester: A white suspension of 10A (1.39 g, 4.41 mmol) in phosphorus oxychloride (20.54 mL, 220 mmol) was warmed to 50° C. to give a clear, pale yellow solution. After 3 h, the orange-brown solution was cooled to rt and concentrated in vacuo to give an orange-brown residue. The residue was dissolved in CH2Cl2 and concentrated (2×). The residue was dissolved in CH2Cl2 and sat. NaHCO3 was added. The mixture was stirred vigorously ... Starting materials: O=S1CCN(c2nc(Cl)nc3c(Cl)ncnc23)CC1, [Na], C1COCCO1, OCc1ccccc1, c1ccccc1. Yields the product O=S1CCN(c2nc(Cl)nc3c(OCc4ccccc4)ncnc23)CC1. As a reaction SMILES: [Cl:10][c:11]1[n:12][c:13]([N:22]2[CH2:23][CH2:24][S:25](=[O:28])[CH2:26][CH2:27]2)[c:14]2[c:15]([n:16]1)[c:17]([Cl:21])[n:18][cH:19][n:20]2.[Na:9].[O:35]1[CH2:36][CH2:37][O:38][CH2:39][CH2:40]1.[OH:1][CH2:2][c:3]1[cH:4][cH:5][cH:6][cH:7][cH:8]1.[cH:29]1[cH:30][cH:31][cH:32][cH:33][cH:34]1>>[O:1]([CH2:2][c:3]1[cH:4][cH:5][cH:6][cH:7][cH:8]1)[c:17]1[c:15]2[c:14]([c:13]([N:22]3[CH2:23][CH2:24][S:25](=[O:28])[CH2:26][CH2:27]3)[n:12][c:11]([Cl:10])[n:16]2)[n:20][cH:19][n:18]1. Starting materials: COC1=C(C=C(C=C1)C(C(=O)O)(C)C)C (2-(4-methoxy-3-methylphenyl)-2-methylpropanoic acid), C(C(C)C)N (isobutylamine), ( 264 ). Product: C(C(C)C)NC(C(C)(C)C1=CC(=C(C=C1)OC)C)=O (N-isobutyl-2-(4-methoxy-3-methylphenyl)-2-methylpropanamide). Isolated yield 64.0%. As a reaction SMILES: [CH3:1][O:2][C:3]1[CH:8]=[CH:7][C:6]([C:9]([CH3:14])([CH3:13])[C:10]([OH:12])=O)=[CH:5][C:4]=1[CH3:15].[CH2:16]([NH2:20])[CH:17]([CH3:19])[CH3:18]>>[CH2:16]([NH:20][C:10](=[O:12])[C:9]([C:6]1[CH:7]=[CH:8][C:3]([O:2][CH3:1])=[C:4]([CH3:15])[CH:5]=1)([CH3:14])[CH3:13])[CH:17]([CH3:19])[CH3:18]. Procedure: Prepared in a similar manner to Example 35a starting from 2-(4-methoxy-3-methylphenyl)-2-methylpropanoic acid (example 50d) and isobutylamine. Yield: 64%. MS+H (264). Starting materials: C1(CCCC1)C(C1=CC=CC=C1)Cl (cyclopentyl-phenylmethyl chloride), OC1CCN(CC1)CCCOC1=C(C=CC=C1)[N+](=O)[O-] (4-hydroxy-1-[3-(2-nitrophenoxy)propyl]piperidine), C(C)(C)N(C(C)C)CC (N,N-diisopropylethylamine), resultant solution. Solvent: C(C(C)C)C(=O)C (methyl isobutyl ketone). Conditions: time 72 hour. Product: C1(CCCC1)C(OC1CCN(CC1)CCCOC1=C(C=CC=C1)[N+](=O)[O-])C1=CC=CC=C1 (4-(cyclopentyl-phenylmethoxy)-1-[3-(2-nitrophenoxy)propyl]piperidine). Isolated yield 20.1%. RXN SMILES: [CH:1]1([CH:6](Cl)[C:7]2[CH:12]=[CH:11][CH:10]=[CH:9][CH:8]=2)[CH2:5][CH2:4][CH2:3][CH2:2]1.[OH:14][CH:15]1[CH2:20][CH2:19][N:18]([CH2:21][CH2:22][CH2:23][O:24][C:25]2[CH:30]=[CH:29][CH:28]=[CH:27][C:26]=2[N+:31]([O-:33])=[O:32])[CH2:17][CH2:16]1.C(N(CC)C(C)C)(C)C>C(C(C)=O)C(C)C>[CH:1]1([CH:6]([C:7]2[CH:12]=[CH:11][CH:10]=[CH:9][CH:8]=2)[O:14][CH:15]2[CH2:16][CH2:17][N:18]([CH2:21][CH2:22][CH2:23][O:24][C:25]3[CH:30]=[CH:29][CH:28]=[CH:27][C:26]=3[N+:31]([O-:33])=[O:32])[CH2:19][CH2:20]2)[CH2:5][CH2:4][CH2:3][CH2:2]1. Procedure details: Into 35 ml of methyl isobutyl ketone were dissolved 2.92 g of cyclopentyl-phenylmethyl chloride, 2.80 g of 4-hydroxy-1-[3-(2-nitrophenoxy)propyl]piperidine and 1.94 g of N,N-diisopropylethylamine, and the resultant solution was heated under reflux with stirring for 72 hours. After cooling, the reaction solution was washed with water, and the solvent was removed under reduced pressure. The residue was eluted with ethyl acetate-ethanol-dichloromethane (1:1:1) by silica gel column chromatography to...